describe an organic reaction: reactants, conditions, products, and yield From a dataset of the Open Reaction Database (ORD), a public repository of structured organic reaction records. The reactants are CC(C)(C)[Si](C)(C)OCc1cc([N+](=O)[O-])ccc1N=C=S, NC1CCCCCCC1. Product: O=[N+]([O-])c1ccc2c(c1)COC(NC1CCCCCCC1)=N2. Reaction SMILES: [C:1]([Si:2]([CH3:4])([CH3:5])[O:8][CH2:9][c:10]1[c:11]([N:19]=[C:20]=[S:3])[cH:12][cH:13][c:14]([N+:16](=[O:17])[O-:18])[cH:15]1)([CH3:6])([CH3:7])[CH3:21].[CH:22]1([NH2:30])[CH2:23][CH2:24][CH2:25][CH2:26][CH2:27][CH2:28][CH2:29]1>>[O:8]1[CH2:9][c:10]2[c:11]([cH:12][cH:13][c:14]([N+:16](=[O:17])[O-:18])[cH:15]2)[N:19]=[C:20]1[NH:30][CH:22]1[CH2:23][CH2:24][CH2:25][CH2:26][CH2:27][CH2:28][CH2:29]1. Starting materials: O1C(CCCC1)ONC(=O)[C@@H](C\C=C\C1=CC=CC=C1)[C@H](C(=O)NN(C([C@@H]1N(CCC1)C(=O)OC(C)(C)C)=O)CC(C)C)CC(C)C ((E)-2(R)-[1(S)-[(tetrahydro-2(RS)-pyranyloxy)carbamoyl]-4-phenyl-3-butenyl]-2′-isobutyl-2′-(N-tert.-butoxycarbonyl-D-prolyl)-4-methylvalerohydrazide), Cl (hydrogen chloride). Run in O1CCOCC1 (dioxan), O1CCOCC1 (dioxan), C(C)OCC (diethyl ether). Run at time 2 hour. Yields the product Cl.ONC(=O)[C@@H](C\C=C\C1=CC=CC=C1)[C@H](C(=O)NN(C([C@@H]1NCCC1)=O)CC(C)C)CC(C)C ((E)-2(R)-[1(S)-(hydroxycarbamoyl)-4-phenyl-3-butenyl]-2′-isobutyl-2′-(D-prolyl)-4-methylvalerohydrazide hydrochloride). As a reaction SMILES: O1CCCCC1[O:7][NH:8][C:9]([C@H:11]([C@@H:21]([CH2:44][CH:45]([CH3:47])[CH3:46])[C:22]([NH:24][N:25]([CH2:40][CH:41]([CH3:43])[CH3:42])[C:26](=[O:39])[C@H:27]1[CH2:31][CH2:30][CH2:29][N:28]1C(OC(C)(C)C)=O)=[O:23])[CH2:12]/[CH:13]=[CH:14]/[C:15]1[CH:20]=[CH:19][CH:18]=[CH:17][CH:16]=1)=[O:10].[ClH:48]>O1CCOCC1.C(OCC)C>[ClH:48].[OH:7][NH:8][C:9]([C@H:11]([C@@H:21]([CH2:44][CH:45]([CH3:47])[CH3:46])[C:22]([NH:24][N:25]([CH2:40][CH:41]([CH3:42])[CH3:43])[C:26](=[O:39])[C@H:27]1[CH2:31][CH2:30][CH2:29][NH:28]1)=[O:23])[CH2:12]/[CH:13]=[CH:14]/[C:15]1[CH:20]=[CH:19][CH:18]=[CH:17][CH:16]=1)=[O:10] |f:4.5|. Procedure details: A solution of 0.656 g of (E)-2(R)-[1(S)-[(tetrahydro-2(RS)-pyranyloxy)carbamoyl]-4-phenyl-3-butenyl]-2′-isobutyl-2′-(N-tert.-butoxycarbonyl-D-prolyl)-4-methylvalerohydrazide in 8 ml of dioxan was treated with 4 ml of 4M hydrogen chloride in dioxan. The mixture was stirred for 2 hours at room temperature and diluted with diethyl ether. The solid was filtered off, washed with diethyl ether and dried to give 0.367 g of (E)-2(R)-[1(S)-(hydroxycarbamoyl)-4-phenyl-3-butenyl]-2′-isobutyl-2′-(D-prolyl)-... Reactants: O=C([O-])[O-], CCOC(=O)C(C)(C)c1cccc(C#C[Si](C)(C)C)c1, CCO, [K+], [K+]. The product is C#Cc1cccc(C(C)(C)C(=O)OCC)c1. RXN SMILES: [C:21](=[O:22])([O-:23])[O-:24].[CH2:1]([CH3:2])[O:3][C:4]([C:5]([CH3:6])([c:7]1[cH:8][c:9]([C:13]#[C:14][Si:15]([CH3:16])([CH3:17])[CH3:18])[cH:10][cH:11][cH:12]1)[CH3:19])=[O:20].[CH3:27][CH2:28][OH:29].[K+:25].[K+:26]>>[CH2:1]([CH3:2])[O:3][C:4]([C:5]([CH3:6])([c:7]1[cH:8][c:9]([C:13]#[CH:14])[cH:10][cH:11][cH:12]1)[CH3:19])=[O:20]. Reactants: C(C)[C@@H](C1=CC=CC=C1)NC(=O)C1=C(C(=NC2=CC=CC=C12)C1=CC=CC=C1)OCCN ((S)-N-(α-ethylbenzyl)-3-(2-aminoethoxy)-2-phenylquinoline-4-carboxamide), C1(\C=C/C(=O)O1)=O (maleic anhydride). Solvent: C1(=CC=CC=C1)C (toluene). Product: C(C)[C@@H](C1=CC=CC=C1)NC(=O)C1=C(C(=NC2=CC=CC=C12)C1=CC=CC=C1)OCCNC(\C=C/C(=O)O)=O ((S,Z)-N-(a-ethylbenzyl)-3-[2-(3-carboxypropenoyl)aminoethoxy]-2-phenylquinoline-4-carboxamide). Isolated yield 81.3%. RXN SMILES: [CH2:1]([C@H:3]([NH:10][C:11]([C:13]1[C:22]2[C:17](=[CH:18][CH:19]=[CH:20][CH:21]=2)[N:16]=[C:15]([C:23]2[CH:28]=[CH:27][CH:26]=[CH:25][CH:24]=2)[C:14]=1[O:29][CH2:30][CH2:31][NH2:32])=[O:12])[C:4]1[CH:9]=[CH:8][CH:7]=[CH:6][CH:5]=1)[CH3:2].[C:33]1(=[O:39])[O:38][C:36](=[O:37])[CH:35]=[CH:34]1>C1(C)C=CC=CC=1>[CH2:1]([C@H:3]([NH:10][C:11]([C:13]1[C:22]2[C:17](=[CH:18][CH:19]=[CH:20][CH:21]=2)[N:16]=[C:15]([C:23]2[CH:24]=[CH:25][CH:26]=[CH:27][CH:28]=2)[C:14]=1[O:29][CH2:30][CH2:31][NH:32][C:33](=[O:39])/[CH:34]=[CH:35]\[C:36]([OH:38])=[O:37])=[O:12])[C:4]1[CH:9]=[CH:8][CH:7]=[CH:6][CH:5]=1)[CH3:2]. Procedure details: 2.0 g (4.7 mmol) of (S)-N-(α-ethylbenzyl)-3-(2-aminoethoxy)-2-phenylquinoline-4-carboxamide (compound of Description 4) and 0.61 g (6.2 mmol) of maleic anhydride were dissolved in 50 ml of toluene. Some molecular sieves were added and the reaction mixture was refluxed for 5 hours. After cooling, the reaction mixture was evaporated in vacuo to dryness, dissolved in CH2Cl2 and washed with sat. sol. NaCl, 20% citric acid, sat. sol. NaCl. The organic layer was dried over Na2SO4 and evaporated in vac... Reactants: ClCCl, CC(C)N(CCCCOCc1ccccc1F)C(=O)OC(C)(C)C, O=C(O)C(F)(F)F. Product: CC(C)NCCCCOCc1ccccc1F. As a reaction SMILES: [CH2:32]([Cl:33])[Cl:34].[F:1][c:2]1[c:3]([CH2:4][O:5][CH2:6][CH2:7][CH2:8][CH2:9][N:10]([CH:11]([CH3:12])[CH3:13])[C:14]([O:15][C:16]([CH3:17])([CH3:18])[CH3:19])=[O:20])[cH:21][cH:22][cH:23][cH:24]1.[OH:25][C:26]([C:27]([F:28])([F:29])[F:30])=[O:31]>>[F:1][c:2]1[c:3]([CH2:4][O:5][CH2:6][CH2:7][CH2:8][CH2:9][NH:10][CH:11]([CH3:12])[CH3:13])[cH:21][cH:22][cH:23][cH:24]1. The reactants are C(=O)[O-].[NH4+] (Ammonium formate), S(=O)(=O)(C)Cl (mesyl chloride), [N+](=O)([O-])C=1C=C2CCNC2=CC1 (5-nitroindoline), CN(C)C (trimethylamine). Reagents/catalysts: [Pd] (palladium/carbon). The solvent is O (Water), CO (methanol), O1CCCC1 (tetrahydrofuran). Run at temperature 40 celsius, time 30 minute. Yields the product N1CCC2=CC(=CC=C12)NS(=O)(=O)C (N-(2,3-Dihydro-1H-indole-5-yl)-methansulfonamide). Isolated yield 47.0%. RXN SMILES: [N+:1]([C:4]1[CH:5]=[C:6]2[C:10](=[CH:11][CH:12]=1)[NH:9][CH2:8][CH2:7]2)([O-])=O.C([O-])=O.[NH4+].CN(C)C.[S:21](Cl)([CH3:24])(=[O:23])=[O:22]>CO.O1CCCC1.[Pd].O>[NH:9]1[C:10]2[C:6](=[CH:5][C:4]([NH:1][S:21]([CH3:24])(=[O:23])=[O:22])=[CH:12][CH:11]=2)[CH2:7][CH2:8]1 |f:1.2|. Reported procedure: 5-nitroindoline (100 mg, 0.61 mmol) was dissolved in methanol (2 ml) and tetrahydrofuran (2 ml). Ammonium formate (192mg, 3.05 mmol, 5 equivalent) and palladium/carbon (10%) in a catalytic amount were added at room temperature and refluxed at 40° C. for ten minutes. After completing the reaction, the reacting solution was filtrated through celite and concentrated under reduced pressure. Afterward, water (5 ml) was added to the residue, extracted consecutively 4 times with ethyl acetate (10 ml), ...